Dataset: the Open Reaction Database (ORD), a public repository of structured organic reaction records. Task: describe an organic reaction: reactants, conditions, products, and yield Starting materials: C(C)(C)(C)OC(=O)N1CCC(CC1)CNC1=NC2=C(N1)C=CC=C2C(=O)O (2-[(1-tert-butoxycarbonyl-piperidin-4-ylmethyl)-amino]-1H-benzimidazole-4-carboxylic acid), Cl.C(C)N=C=NCCCN(C)C (1-Ethyl-3-(3-dimethylaminopropyl)carbodiimide hydrochloride), O.ON1N=NC2=C1C=CC=C2 (1-hydroxybenzotriazole monohydrate), COCCN (2-methoxyethylamine). The solvent is C(C)(=O)OCC (ethyl acetate), CN(C=O)C (dimethylformamide), O1CCCC1 (tetrahydrofuran), O (Water). Conditions: time 4 hour. Yields the product C(C)(C)(C)OC(=O)N1CCC(CC1)CNC1=NC2=C(N1)C=CC=C2C(NCCOC)=O (4-{[4-(2-methoxy-ethylcarbamoyl)-1H-benzimidazol-2-ylamino)-methyl}-piperidine-1-carboxylic acid tert-butyl ester). RXN SMILES: [C:1]([O:5][C:6]([N:8]1[CH2:13][CH2:12][CH:11]([CH2:14][NH:15][C:16]2[NH:20][C:19]3[CH:21]=[CH:22][CH:23]=[C:24]([C:25]([OH:27])=O)[C:18]=3[N:17]=2)[CH2:10][CH2:9]1)=[O:7])([CH3:4])([CH3:3])[CH3:2].O.ON1C2C=CC=CC=2N=N1.[CH3:39][O:40][CH2:41][CH2:42][NH2:43].Cl.C(N=C=NCCCN(C)C)C>C(OCC)(=O)C.O.O1CCCC1.CN(C)C=O>[C:1]([O:5][C:6]([N:8]1[CH2:13][CH2:12][CH:11]([CH2:14][NH:15][C:16]2[NH:20][C:19]3[CH:21]=[CH:22][CH:23]=[C:24]([C:25](=[O:27])[NH:43][CH2:42][CH2:41][O:40][CH3:39])[C:18]=3[N:17]=2)[CH2:10][CH2:9]1)=[O:7])([CH3:2])([CH3:3])[CH3:4] |f:1.2,4.5|. Procedure details: After suspending 2-[(1-tert-butoxycarbonyl-piperidin-4-ylmethyl)-amino]-1H-benzimidazole-4-carboxylic acid (1.20 g, 3.20 mmol) in a mixed solvent of dimethylformamide and tetrahydrofuran (1:1, 20 ml), 1-hydroxybenzotriazole monohydrate (737 mg, 4.81 mmol) and 2-methoxyethylamine (0.42 ml, 4.8 mmol) were added. 1-Ethyl-3-(3-dimethylaminopropyl)carbodiimide hydrochloride (1.90 g, 6.40 mmol) was further added, and then the mixture was stirred at room temperature for 4 hours. Water (100 ml) was adde... Reactants: C(C)(C)N(CC)C(C)C (IPEA), COC=1C=C(C=CC1N1C=NC(=C1)C)/C=C/C(=O)O ((E)-3-[3-methoxy-4-(4-methylimidazol-1-yl)phenyl]acrylic acid), C1COC(=O)N1P(=O)(N2CCOC2=O)Cl (BOPCl), Cl.ClCCCCC(C(=O)NN)C1=CC(=C(C(=C1)F)F)F (6-chloro-2-(3,4,5-trifluorophenyl)hexanoic acid hydrazide hydrochloride). The solvent is C(Cl)Cl (methylene chloride), O (Water). Conditions: time 3 hour. Yields the product ClCCCCC(C1=CC(=C(C(=C1)F)F)F)C=1OC(=NN1)\C=C\C1=CC(=C(C=C1)N1C=NC(=C1)C)OC (2-[5-chloro-1-(3,4,5-trifluorophenyl)pentyl]-5-{(E)-2-[3-methoxy-4-(4-methyl-1H-imidazol-1-yl)phenyl]vinyl}[1,3,4]oxadiazole). The yield is 47.7%. RXN SMILES: C(N(C(C)C)CC)(C)C.[CH3:10][O:11][C:12]1[CH:13]=[C:14](/[CH:24]=[CH:25]/[C:26]([OH:28])=O)[CH:15]=[CH:16][C:17]=1[N:18]1[CH:22]=[C:21]([CH3:23])[N:20]=[CH:19]1.C1N(P(Cl)(N2C(=O)OCC2)=O)C(=O)OC1.Cl.[Cl:45][CH2:46][CH2:47][CH2:48][CH2:49][CH:50]([C:55]1[CH:60]=[C:59]([F:61])[C:58]([F:62])=[C:57]([F:63])[CH:56]=1)[C:51]([NH:53][NH2:54])=O>C(Cl)Cl.O>[Cl:45][CH2:46][CH2:47][CH2:48][CH2:49][CH:50]([C:51]1[O:28][C:26](/[CH:25]=[CH:24]/[C:14]2[CH:15]=[CH:16][C:17]([N:18]3[CH:22]=[C:21]([CH3:23])[N:20]=[CH:19]3)=[C:12]([O:11][CH3:10])[CH:13]=2)=[N:54][N:53]=1)[C:55]1[CH:56]=[C:57]([F:63])[C:58]([F:62])=[C:59]([F:61])[CH:60]=1 |f:3.4|. Procedure details: A solution of 4 N hydrogen chloride in ethyl acetate (30 mL) was added to tert-butyl N′-[6-chloro-2-(3,4,5-trifluorophenyl)hexanoyl]hydrazinecarboxylate synthesized according to the method described in Examples 112 and 113 (ESI-MS; m/z 417 [M++Na], 2.08 g). The reaction solution was stirred at room temperature for one hour and then concentrated under reduced pressure to obtain 6-chloro-2-(3,4,5-trifluorophenyl)hexanoic acid hydrazide hydrochloride (1.81 g). IPEA (1.5 mL), (E)-3-[3-methoxy-4-(4-m... Yield: 163.8%. Reported procedure: To 28 l of 90% aqueous ethanol (water:ethanol =1:9, v/v), 7.74 kg of L-tartaric acid was added and dissolved by heating at 65° C. To the resulting solution was added 9.41 kg of (-)-(S)-2,8-dimethyl-3-methylene-1-oxa-8azaspiro[4.5]decane dropwise. The mixture was allowed to cool and maintained for crystallization at 0° C. for 15 hours. The resulting crystals were collected by filtration and dried under reduced pressure to give 14.76 kg of (-)-(S)-2,8-dimethyl-3-methylene-1-oxa-8-azaspiro[4.5]deca... RXN SMILES: [C:1]([OH:10])(=[O:9])[C@@H:2]([C@H:4]([C:6]([OH:8])=[O:7])[OH:5])[OH:3].[CH3:11][C@H:12]1[C:16](=[CH2:17])[CH2:15][C:14]2([CH2:22][CH2:21][N:20]([CH3:23])[CH2:19][CH2:18]2)[O:13]1>C(O)C>[OH2:3].[C:6]([C@@H:4]([C@H:2]([C:1]([OH:10])=[O:9])[OH:3])[OH:5])([OH:8])=[O:7].[CH3:11][C@H:12]1[C:16](=[CH2:17])[CH2:15][C:14]2([CH2:22][CH2:21][N:20]([CH3:23])[CH2:19][CH2:18]2)[O:13]1 |f:3.4.5|. The reactants are C([C@H](O)[C@@H](O)C(=O)O)(=O)O (L-tartaric acid), C[C@@H]1OC2(CC1=C)CCN(CC2)C ((-)-(S)-2,8-dimethyl-3-methylene-1-oxa-8azaspiro[4.5]decane). The product is O.C(=O)(O)[C@H](O)[C@@H](O)C(=O)O.C[C@@H]1OC2(CC1=C)CCN(CC2)C ((-)-(S)-2,8-dimethyl-3-methylene-1-oxa-8-azaspiro[4.5]decane L-tartrate monohydrate). The solvent is C(C)O (ethanol). Reaction conditions: temperature 65 celsius.